From a dataset of the Open Reaction Database (ORD), a public repository of structured organic reaction records. describe an organic reaction: reactants, conditions, products, and yield Reactants: C(C)C1=C(N=C(C(=N1)C(=O)N)NC1=CC(=C(C=C1)N1CCC(CC1)N1CCN(CC1)C)C)C=1CCNCC1 (6-ethyl-3-({3-methyl-4-[4-(4-methylpiperazin-1-yl)piperidin-1-yl]phenyl}amino)-5-(1,2,3,6-tetrahydropyridin-4-yl)pyrazine-2-carboxamide), C(C)O (ethanol). Reagents/catalysts: [Pd] (palladium). Run in O1CCCC1 (tetrahydrofuran). Product: C(C)C1=C(N=C(C(=N1)C(=O)N)NC1=CC(=C(C=C1)N1CCC(CC1)N1CCN(CC1)C)C)C1CCNCC1 (6-ethyl-3-({3-methyl-4-[4-(4-methylpiperazin-1-yl)piperidin-1-yl]phenyl}amino)-5-(piperidin-4-yl)pyrazine-2-carboxamide). The yield is 86.7%. As a reaction SMILES: [CH2:1]([C:3]1[N:8]=[C:7]([C:9]([NH2:11])=[O:10])[C:6]([NH:12][C:13]2[CH:18]=[CH:17][C:16]([N:19]3[CH2:24][CH2:23][CH:22]([N:25]4[CH2:30][CH2:29][N:28]([CH3:31])[CH2:27][CH2:26]4)[CH2:21][CH2:20]3)=[C:15]([CH3:32])[CH:14]=2)=[N:5][C:4]=1[C:33]1[CH2:34][CH2:35][NH:36][CH2:37][CH:38]=1)[CH3:2].C(O)C>[Pd].O1CCCC1>[CH2:1]([C:3]1[N:8]=[C:7]([C:9]([NH2:11])=[O:10])[C:6]([NH:12][C:13]2[CH:18]=[CH:17][C:16]([N:19]3[CH2:20][CH2:21][CH:22]([N:25]4[CH2:26][CH2:27][N:28]([CH3:31])[CH2:29][CH2:30]4)[CH2:23][CH2:24]3)=[C:15]([CH3:32])[CH:14]=2)=[N:5][C:4]=1[CH:33]1[CH2:38][CH2:37][NH:36][CH2:35][CH2:34]1)[CH3:2]. Procedure: A mixture of 6-ethyl-3-({3-methyl-4-[4-(4-methylpiperazin-1-yl)piperidin-1-yl]phenyl}amino)-5-(1,2,3,6-tetrahydropyridin-4-yl)pyrazine-2-carboxamide (100 mg), ethanol (3.9 mL), and tetrahydrofuran (1 mL) was reacted using a continuous hydrogenation reaction device (H-Cube (registered trademark); manufactured by ThalesNano) under the conditions of CatCart (registered trademark) 10% palladium-supported carbon (manufactured by ThalesNano), a flow rate of 1 mL/min, a temperature of 70° C., and a pre... Reactants: C(C)C1=CC=C(OCC(CC)O)C=C1 (1-(p-ethylphenoxy)-butan- 2-ol), C(C(C)C)(=O)Cl (isobutyryl chloride). The solvent is N1=CC=CC=C1 (pyridine). Reaction conditions: time 3 hour. Yields the product C(C(C)C)(=O)OC(COC1=CC=C(C=C1)CC)CC (1 -(p-ethylphenoxy)-butan-2-ol isobutyrate). The yield is 98.4%. RXN SMILES: [CH2:1]([C:3]1[CH:14]=[CH:13][C:6]([O:7][CH2:8][CH:9]([OH:12])[CH2:10][CH3:11])=[CH:5][CH:4]=1)[CH3:2].[C:15](Cl)(=[O:19])[CH:16]([CH3:18])[CH3:17]>N1C=CC=CC=1>[C:15]([O:12][CH:9]([CH2:10][CH3:11])[CH2:8][O:7][C:6]1[CH:13]=[CH:14][C:3]([CH2:1][CH3:2])=[CH:4][CH:5]=1)(=[O:19])[CH:16]([CH3:18])[CH3:17]. Procedure: Cooling in an ice bath 0.93 g (5 mmol) of 1-(p-ethylphenoxy)-butan- 2-ol was dissolved in 10 ml of pyridine, and to this solution was added dropwise 0.53 g (5 mmol) of isobutyryl chloride. The mixture was stirred at room temperature for 3 hours after the addition was completed. The reaction mixture was treated in the same manner as in Example 7, and purified by column chromatography using silica gel to afford 1.3 g of 1 -(p-ethylphenoxy)-butan-2-ol isobutyrate (compound No. 15) in a yield of 83%... Reactants: O (H2O), CC1=CC(=C(C=C1)SC1=C(C=CC=C1)NC(C)=O)NC1=CC=NC2=NC(=CC=C12)CCC (N-{2-[4-Methyl-2-(7-propyl-[1,8]naphthyridin-4-ylamino)-phenylsulfanyl]-phenyl}-acetamide), [OH-].[Na+] (NaOH). The solvent is Cl (HCl). Product: NC1=C(C=CC=C1)SC1=C(C=C(C=C1)C)NC1=CC=NC2=NC(=CC=C12)CCC ([2-(2-Amino-phenylsulfanyl)-5-methyl-phenyl]-(7-propyl-[1,8]naphthyridin-4-yl)-amine). As a reaction SMILES: [CH3:1][C:2]1[CH:7]=[CH:6][C:5]([S:8][C:9]2[CH:14]=[CH:13][CH:12]=[CH:11][C:10]=2[NH:15]C(=O)C)=[C:4]([NH:19][C:20]2[C:29]3[C:24](=[N:25][C:26]([CH2:30][CH2:31][CH3:32])=[CH:27][CH:28]=3)[N:23]=[CH:22][CH:21]=2)[CH:3]=1.O.[OH-].[Na+]>Cl>[NH2:15][C:10]1[CH:11]=[CH:12][CH:13]=[CH:14][C:9]=1[S:8][C:5]1[CH:6]=[CH:7][C:2]([CH3:1])=[CH:3][C:4]=1[NH:19][C:20]1[C:29]2[C:24](=[N:25][C:26]([CH2:30][CH2:31][CH3:32])=[CH:27][CH:28]=2)[N:23]=[CH:22][CH:21]=1 |f:2.3|. Procedure: The product from Example 185d was dissolved in 50% HCl:H2O and heated to 100° C. for 1 hr. Reaction mixture was then cooled to room temperature, made basic with 2N NaOH, and extracted with CH2Cl2. Dried over Na2SO4, filtered and concentrated under vacuum giving the crude title compound. Purified by HPLC with TFA providing the product as a trifluoroacetic acid (87 mg, 64%). 1H NMR (300 MHz, DMSO-d6) δ ppm: 0.98 (t, J=7.35 Hz, 3H), 1.79-1.92 (m, J=7.43, 7.43, 7.43, 7.43, 7.43 Hz, 2H), 2.32 (s, 3H)... Reactants: C1(CC1)NC(CN1C(C(=C(C2=NC=C(C=C12)CC1=CC=C(C=C1)F)O)C(=O)OCC)=O)=O (ethyl 1-[2-(cyclopropylamino)-2-oxoethyl]-7-[(4-fluorophenyl)methyl]-4-hydroxy-2-oxo-1,2-dihydro-1,5-naphthyridine-3-carboxylate), C(O)CN (ethanolamine). Yields the product C1(CC1)NC(CN1C(C(=C(C2=NC=C(C=C12)CC1=CC=C(C=C1)F)O)C(=O)NCCO)=O)=O (1-[2-(Cyclopropylamino)-2-oxoethyl]-7-[(4-fluorophenyl)methyl]-4-hydroxy-N-(2-hydroxyethyl)-2-oxo-1,2-dihydro-1,5-naphthyridine-3-carboxamide). As a reaction SMILES: [CH:1]1([NH:4][C:5](=[O:32])[CH2:6][N:7]2[C:16]3[C:11](=[N:12][CH:13]=[C:14]([CH2:17][C:18]4[CH:23]=[CH:22][C:21]([F:24])=[CH:20][CH:19]=4)[CH:15]=3)[C:10]([OH:25])=[C:9]([C:26](OCC)=[O:27])[C:8]2=[O:31])[CH2:3][CH2:2]1.[CH2:33]([CH2:35][NH2:36])[OH:34]>>[CH:1]1([NH:4][C:5](=[O:32])[CH2:6][N:7]2[C:16]3[C:11](=[N:12][CH:13]=[C:14]([CH2:17][C:18]4[CH:23]=[CH:22][C:21]([F:24])=[CH:20][CH:19]=4)[CH:15]=3)[C:10]([OH:25])=[C:9]([C:26]([NH:36][CH2:35][CH2:33][OH:34])=[O:27])[C:8]2=[O:31])[CH2:2][CH2:3]1. Procedure details: This compound was prepared from ethyl 1-[2-(cyclopropylamino)-2-oxoethyl]-7-[(4-fluorophenyl)methyl]-4-hydroxy-2-oxo-1,2-dihydro-1,5-naphthyridine-3-carboxylate and ethanolamine employing methods similar to those described in Example 245. The crude material was triturated with a mixture of MeOH and 1N HCl to afford the product as a white solid: 1H NMR (d6-DMSO) δ 10.25 (1H, t, J=5 Hz), 8.54 (1H, s), 8.25 (1H, d, J=4 Hz), 7.74 (1H, s), 7.32 (2H, dd, J=8.5, 5.7 Hz), 7.11 (2H, t, J˜9 Hz), 4.92 (1H,... Reactants: C(C#C)NCC#C (dipropargylamine), C(=O)([O-])[O-].[K+].[K+] (K2CO3), C(C1=CC=CC=C1)OC(=O)ON1C(CCC1=O)=O (N-(benzyloxycarbonyloxy)succinimide), C(=O)([O-])[O-].[K+].[K+] (K2CO3). Run in [Cl-].[Na+].O (brine), CCOC(=O)C (EtOAc), CCOC(=O)C (EtOAc), CCOC(=O)C (EtOAc). Reaction conditions: temperature 0 celsius, time 2 hour. Product: C(C1=CC=CC=C1)OC(N(CC#C)CC#C)=O (Di-prop-2-ynyl-carbamic acid benzyl ester). RXN SMILES: [CH2:1]([NH:4][CH2:5][C:6]#[CH:7])[C:2]#[CH:3].C([O-])([O-])=O.[K+].[K+].[CH2:14]([O:21][C:22](ON1C(=O)CCC1=O)=[O:23])[C:15]1[CH:20]=[CH:19][CH:18]=[CH:17][CH:16]=1>CCOC(C)=O.[Cl-].[Na+].O>[CH2:14]([O:21][C:22](=[O:23])[N:4]([CH2:5][C:6]#[CH:7])[CH2:1][C:2]#[CH:3])[C:15]1[CH:20]=[CH:19][CH:18]=[CH:17][CH:16]=1 |f:1.2.3,6.7.8|. Procedure details: To a cooled (0° C.) solution of dipropargylamine (46.7 g, 502 mmol) in EtOAc (200 mL) and 10% aqueous K2CO3 (700 mL, 507 mmol) was slowly added a solution of N-(benzyloxycarbonyloxy)succinimide (125 g, 502 mmol) in EtOAc (500 mL) over 20 mins. The solution was stirred at 0° C. for 2 h then at RT 16 h. The phases were separated and the organic phase was washed with 10% aqueous K2CO3 (700 mL, 507 mmol) and then with saturated brine (500 mL) and was diluted to 1000 mL with EtOAc to give a 0.5M solu... Reactants: O=C([O-])[O-], C1CNCCN1, Clc1ccc2nc(Cl)sc2c1, [K+], [K+], CN(C)C=O. The product is Clc1ccc2nc(N3CCNCC3)sc2c1. Reaction SMILES: [C:12](=[O:13])([O-:14])[O-:15].[CH2:18]1[CH2:19][NH:20][CH2:21][CH2:22][NH:23]1.[Cl:1][c:2]1[s:3][c:4]2[c:5]([n:6]1)[cH:7][cH:8][c:9]([Cl:11])[cH:10]2.[K+:16].[K+:17].[O:24]=[CH:25][N:26]([CH3:27])[CH3:28]>>[c:2]1([N:20]2[CH2:19][CH2:18][NH:23][CH2:22][CH2:21]2)[s:3][c:4]2[c:5]([n:6]1)[cH:7][cH:8][c:9]([Cl:11])[cH:10]2. Starting materials: FC(C(=O)O)(F)F.FC(C(=O)O)(F)F.FC(C(=O)O)(F)F.N1(CCC1)CC=1C=C(CN2C(=CC3=C2C=CC=2N3C(=NN2)C)C2=NNC=C2)C=CC1 (6-[3-(Azetidin-1-ylmethyl)benzyl]-1-methyl-7-(1H-pyrazol-3-yl)-6H-pyrrolo[2,3-e][1,2,4]triazolo[4,3-a]pyridine tris(trifluoroacetate) salt), C(C=C)#N (2-propenenitrile), N12CCCCCC2=NCCC1 (1,8-diazabicyclo[5.4.0]undec-7-ene). Run in CC#N (MeCN). Product: FC(C(=O)O)(F)F.FC(C(=O)O)(F)F.N1(CCC1)CC=1C=C(CN2C(=CC3=C2C=CC=2N3C(=NN2)C)C2=NN(C=C2)CCC#N)C=CC1 (3-(3-{6-[3-(Azetidin-1-ylmethyl)benzyl]-1-methyl-6H-pyrrolo[2,3-e][1,2,4]triazolo[4,3-a]pyridin-7-yl}-1H-pyrazol-1-yl)propanenitrile bis(trifluoroacetate) salt). Reaction SMILES: [F:1][C:2]([F:7])([F:6])[C:3]([OH:5])=[O:4].[F:8][C:9]([F:14])([F:13])[C:10]([OH:12])=[O:11].FC(F)(F)C(O)=O.[N:22]1([CH2:26][C:27]2[CH:28]=[C:29]([CH:49]=[CH:50][CH:51]=2)[CH2:30][N:31]2[C:35]3[CH:36]=[CH:37][C:38]4[N:39]([C:40]([CH3:43])=[N:41][N:42]=4)[C:34]=3[CH:33]=[C:32]2[C:44]2[CH:48]=[CH:47][NH:46][N:45]=2)[CH2:25][CH2:24][CH2:23]1.[C:52](#[N:55])[CH:53]=[CH2:54].N12CCCN=C1CCCCC2>CC#N>[F:1][C:2]([F:7])([F:6])[C:3]([OH:5])=[O:4].[F:8][C:9]([F:14])([F:13])[C:10]([OH:12])=[O:11].[N:22]1([CH2:26][C:27]2[CH:28]=[C:29]([CH:49]=[CH:50][CH:51]=2)[CH2:30][N:31]2[C:35]3[CH:36]=[CH:37][C:38]4[N:39]([C:40]([CH3:43])=[N:41][N:42]=4)[C:34]=3[CH:33]=[C:32]2[C:44]2[CH:48]=[CH:47][N:46]([CH2:54][CH2:53][C:52]#[N:55])[N:45]=2)[CH2:23][CH2:24][CH2:25]1 |f:0.1.2.3,7.8.9|. Reported procedure: 6-[3-(Azetidin-1-ylmethyl)benzyl]-1-methyl-7-(1H-pyrazol-3-yl)-6H-pyrrolo[2,3-e][1,2,4]triazolo[4,3-a]pyridine (7.0 mg, 0.018 mmol, from Example 182) in MeCN (0.23 mL) was treated with 2-propenenitrile (2.3 μL, 0.035 mmol, Aldrich) and 1,8-diazabicyclo[5.4.0]undec-7-ene (2.6 μL, 0.018 mmol, Aldrich) for 8 minutes. The product was purified via preparative HPLC-MS (Waters SunFire C18, eluting with a gradient of MeCN/H2O containing 0.1% TFA). Yield: (9.8 mg, 82%).